From a dataset of the Open Reaction Database (ORD), a public repository of structured organic reaction records. describe an organic reaction: reactants, conditions, products, and yield The reactants are [Na] (sodium), FC1=CC=C(C=C1)N=C=S (4-fluorophenyl isothiocyanate), CC(=O)C (acetone), CC(=O)C (acetone), Cl.C(CCCCCC)(=N)N (heptanamidine hydrochloride). Run in C1=CC=CC=C1.CCCCC (benzene n-pentane). The product is FC1=CC=C(C=C1)NC(=S)NC(CCCCCC)=N (1-(4-fluorophenyl)-3-(heptanimidoyl)-2-thiourea). Reaction SMILES: [Na].CC(C)=O.Cl.[C:7]([NH2:15])(=[NH:14])[CH2:8][CH2:9][CH2:10][CH2:11][CH2:12][CH3:13].[F:16][C:17]1[CH:22]=[CH:21][C:20]([N:23]=[C:24]=[S:25])=[CH:19][CH:18]=1>C1C=CC=CC=1.CCCCC>[F:16][C:17]1[CH:22]=[CH:21][C:20]([NH:23][C:24]([NH:14][C:7](=[NH:15])[CH2:8][CH2:9][CH2:10][CH2:11][CH2:12][CH3:13])=[S:25])=[CH:19][CH:18]=1 |f:2.3,5.6,^1:0|. Reported procedure: Following a procedure similar to that described in Example 1 but using 1.6 g. sodium in 200 ml. dry acetone, 12.3 g. heptanamidine hydrochloride, and 11.6 g. 4-fluorophenyl isothiocyanate (b.p. 48° C./0.025 mm.; prepared from 4-fluoroaniline) in 50 ml. dry acetone there was obtained 1-(4-fluorophenyl)-3-(heptanimidoyl)-2-thiourea, m.p. 75°-76° C. (from benzene-n-pentane); hydrochloride (17.1 g.), m.p. 155° C. (from acetonitrile). Reactants: COC1=C(C=CC(=C1)CNCCCNCCCCNCCCN)O.ClC1=NC(=CC(=N1)NC(C1=CC=C(C=C1)O)CC)CC (dl-5 chloro-6-ethyl-4-(α-ethyl-4-hydroxybenzyl)aminopyrimidine), [Na] (sodium), O (water), FC(=C(F)F)F (tetrafluoroethylene). Solvent: C(C)(=O)OCC (ethyl acetate), C1(=CC=CC=C1)C (toluene), CN(C=O)C (N,N-dimethylformamide). The product is COC1=C(C=CC(=C1)CNCCCNCCCCNCCCN)O.ClC1=NC(=CC(=N1)NC(C1=CC=C(C=C1)OC(C(F)F)(F)F)CC)CC (dl-5 chloro-6-ethyl-4-[α-ethyl-4-(1,1,2,2-tetrafluoroethoxy)benzyl]aminopyrimidine). Yield: 32.4%. RXN SMILES: [CH3:1][O:2][C:3]1[CH:8]=[C:7]([CH2:9][NH:10][CH2:11][CH2:12][CH2:13][NH:14][CH2:15][CH2:16][CH2:17][CH2:18][NH:19][CH2:20][CH2:21][CH2:22][NH2:23])[CH:6]=[CH:5][C:4]=1[OH:24].[Cl:25][C:26]1[N:31]=[C:30]([NH:32][CH:33]([CH2:41][CH3:42])[C:34]2[CH:39]=[CH:38][C:37]([OH:40])=[CH:36][CH:35]=2)[CH:29]=[C:28]([CH2:43][CH3:44])[N:27]=1.[Na].[F:46][C:47]([F:51])=[C:48]([F:50])[F:49].O>CN(C)C=O.C(OCC)(=O)C.C1(C)C=CC=CC=1>[CH3:1][O:2][C:3]1[CH:8]=[C:7]([CH2:9][NH:10][CH2:11][CH2:12][CH2:13][NH:14][CH2:15][CH2:16][CH2:17][CH2:18][NH:19][CH2:20][CH2:21][CH2:22][NH2:23])[CH:6]=[CH:5][C:4]=1[OH:24].[Cl:25][C:26]1[N:31]=[C:30]([NH:32][CH:33]([CH2:41][CH3:42])[C:34]2[CH:39]=[CH:38][C:37]([O:40][C:48]([F:50])([F:49])[CH:47]([F:51])[F:46])=[CH:36][CH:35]=2)[CH:29]=[C:28]([CH2:43][CH3:44])[N:27]=1 |f:0.1,8.9,^1:44|. Reported procedure: Into a solution of 1.6 g of dl-5-chloro-6-ethyl-4-(α-ethyl-4-hydroxybenzyl)aminopyrimidine.sodium salt dissolved in 30 ml of N,N-dimethylformamide was gradually bubbled about 2.2 g of tetrafluoroethylene at 80° C. under nitrogen atmosphere while stirring. After completion of the bubbling, the mixture was stirred for 2 hours, and the reaction mixture was charged into water and separated oily product was extracted with ethyl acetate. The extract was washed with water, dried over anhydrous sodium s... Starting materials: CC1=CC2=C(C=C1)OCC(=O)CO2 (Calone), C(C)(C)C1=CC2=C(C=C(C2=C(C=C1)C)C=O)C (5-isopropyl-3,8-dimethylazulene-1-carbaldehyde). The product is C(C)(C)C1=CC2=C(C=C(C2=C(C=C1)C)\C=C/1\C(/C(/OC2=C(O1)C=CC(=C2)C)=C/C2=CC(=C1C=C(C=CC(=C21)C)C(C)C)C)=O)C (2,4-bis[1-(5-isopropyl-3,8-dimethylazulen-1-yl)meth-(Z)-ylidene]-7-methylbenzo[b]-1,4-dioxepin-3-one). RXN SMILES: [CH3:1][C:2]1[CH:7]=[CH:6][C:5]2[O:8][CH2:9][C:10]([CH2:12][O:13][C:4]=2[CH:3]=1)=[O:11].[CH:14]([C:17]1[CH:26]=[CH:25][C:24]([CH3:27])=[C:23]2[C:19](=[C:20]([CH3:30])[CH:21]=[C:22]2[CH:28]=O)[CH:18]=1)([CH3:16])[CH3:15]>>[CH:14]([C:17]1[CH:26]=[CH:25][C:24]([CH3:27])=[C:23]2[C:19](=[C:20]([CH3:30])[CH:21]=[C:22]2/[CH:28]=[C:9]2/[C:10](=[O:11])/[C:12](=[CH:28]/[C:22]3[C:23]4[C:19]([CH:18]=[C:17]([CH:14]([CH3:15])[CH3:16])[CH:26]=[CH:25][C:24]=4[CH3:27])=[C:20]([CH3:30])[CH:21]=3)/[O:13][C:4]3[CH:3]=[C:2]([CH3:1])[CH:7]=[CH:6][C:5]=3[O:8]/2)[CH:18]=1)([CH3:16])[CH3:15]. Procedure: Calone is reacted with 5-isopropyl-3,8-dimethylazulene-1-carbaldehyde analogously to the reaction conditions of Example 1, giving 2,4-bis[1-(5-isopropyl-3,8-dimethylazulen-1-yl)meth-(Z)-ylidene]-7-methylbenzo[b]-1,4-dioxepin-3-one. Reactants: BrC=1C(=C2C(=NC1)N(C=N2)COCC[Si](C)(C)C)Cl (6-Bromo-7-chloro-3-{[2-(trimethylsilyl)ethoxy]methyl}-3H-imidazo[4,5-b]pyridine), C(CCC)[Sn](C(=C)OCC)(CCCC)CCCC (tributyl(1-ethoxyvinyl)tin), O (water), [F-].[K+] (potassium fluoride). Reagents/catalysts: Cl[Pd]([P](C1=CC=CC=C1)(C2=CC=CC=C2)C3=CC=CC=C3)([P](C4=CC=CC=C4)(C5=CC=CC=C5)C6=CC=CC=C6)Cl (bis(triphenylphosphine)palladium(II) dichloride). Run in C1(=CC=CC=C1)C (toluene). Run at time 10 minute. Product: ClC1=C2C(=NC=C1C(C)=O)N(C=N2)COCC[Si](C)(C)C (1-(7-Chloro-3-{[2-(trimethylsilyl)ethoxy]methyl}-3H-imidazo[4,5-b]pyridin-6-yl)ethanone). Yield: 26.2%. Reaction SMILES: Br[C:2]1[C:3]([Cl:19])=[C:4]2[N:10]=[CH:9][N:8]([CH2:11][O:12][CH2:13][CH2:14][Si:15]([CH3:18])([CH3:17])[CH3:16])[C:5]2=[N:6][CH:7]=1.C([Sn](CCCC)(CCCC)[C:25]([O:27]CC)=[CH2:26])CCC.O.[F-].[K+]>C1(C)C=CC=CC=1.Cl[Pd](Cl)([P](C1C=CC=CC=1)(C1C=CC=CC=1)C1C=CC=CC=1)[P](C1C=CC=CC=1)(C1C=CC=CC=1)C1C=CC=CC=1>[Cl:19][C:3]1[C:2]([C:25](=[O:27])[CH3:26])=[CH:7][N:6]=[C:5]2[N:8]([CH2:11][O:12][CH2:13][CH2:14][Si:15]([CH3:18])([CH3:17])[CH3:16])[CH:9]=[N:10][C:4]=12 |f:3.4,^1:50,69|. Procedure: 6-Bromo-7-chloro-3-{[2-(trimethylsilyl)ethoxy]methyl}-3H-imidazo[4,5-b]pyridine (379 mg, 1.05 mmol) in toluene (6 mL) was stirred with bis(triphenylphosphine)palladium(II) dichloride (106 mg, 0.151 mmol) and tributyl(1-ethoxyvinyl)tin (435 mg, 1.21 mmol) at 120° C. 4 hours. The reaction mixture was allowed to cool to room temperature and stirred with water (20 mL) and potassium fluoride (0.5 g) at room temperature for 1 hour. The reaction mixture was extracted with ethyl acetate, and the organic... The reactants are ClC=1C=C2C(CCN(C2=CC1)C(CC)=O)=O (6-chloro-4-oxo-1-propionyl-1,2,3,4-tetrahydroquinoline), undecene-5, C(=O)OCC (ethyl formate). The solvent is O (water). Reaction conditions: temperature 55 celsius, time 7 hour. The product is ClC=1C=C2C(C(CN(C2=CC1)C(CC)=O)=CO)=O (6-chloro-3-hydroxymethylene-4-oxo-1-propionyl-1,2,3,4-tetrahydroquinoline). Yield: 75.1%. Reaction SMILES: [Cl:1][C:2]1[CH:3]=[C:4]2[C:9](=[CH:10][CH:11]=1)[N:8]([C:12](=[O:15])[CH2:13][CH3:14])[CH2:7][CH2:6][C:5]2=[O:16].[CH:17](OCC)=[O:18]>O>[Cl:1][C:2]1[CH:3]=[C:4]2[C:9](=[CH:10][CH:11]=1)[N:8]([C:12](=[O:15])[CH2:13][CH3:14])[CH2:7][C:6](=[CH:17][OH:18])[C:5]2=[O:16]. Procedure: A mixture of 6-chloro-4-oxo-1-propionyl-1,2,3,4-tetrahydroquinoline(200.5 g) and 1,5-diazabicyclo[5,4, 0] undecene-5(384.9 g) in ethyl formate(400.9 g) was heated at 55° C. with stirring for 7 hours and then diluted with cold water(450 ml). The mixture was washed successively with diisopropyl ether and ethyl acetate and then the aqueous layer was acidified with hydrochloric acid under ice cooling. The resultant precipitate was collected by filtration and dried to give 6-chloro-3-hydroxymethylene... The reactants are OC(=O)C(F)(F)F.CN1N=NC=2C(=NC(=CC21)C2=CC(=C(C=C2)OCCC2CCNCC2)C(F)(F)F)C#N (1-methyl-6-(4-(2-(piperidin-4-yl)ethoxy)-3-(trifluoromethyl)phenyl)-1H-[1,2,3]triazolo[4,5-c]pyridine-4-carbonitrile TFA salt), FC1=NC=CC=C1 (2-fluoropyridine), TEA. Run in CS(=O)C (DMSO). Reaction conditions: temperature 200 celsius. Product: CN1N=NC=2C(=NC(=CC21)C2=CC(=C(C=C2)OCCC2CCN(CC2)C2=NC=CC=C2)C(F)(F)F)C#N (1-methyl-6-(4-(2-(1-(pyridin-2-yl)piperidin-4-yl)ethoxy)-3-(trifluoromethyl)phenyl)-1H-[1,2,3]triazolo[4,5-c]pyridine-4-carbonitrile). As a reaction SMILES: OC(C(F)(F)F)=O.[CH3:8][N:9]1[C:17]2[CH:16]=[C:15]([C:18]3[CH:23]=[CH:22][C:21]([O:24][CH2:25][CH2:26][CH:27]4[CH2:32][CH2:31][NH:30][CH2:29][CH2:28]4)=[C:20]([C:33]([F:36])([F:35])[F:34])[CH:19]=3)[N:14]=[C:13]([C:37]#[N:38])[C:12]=2[N:11]=[N:10]1.F[C:40]1[CH:45]=[CH:44][CH:43]=[CH:42][N:41]=1>CS(C)=O>[CH3:8][N:9]1[C:17]2[CH:16]=[C:15]([C:18]3[CH:23]=[CH:22][C:21]([O:24][CH2:25][CH2:26][CH:27]4[CH2:28][CH2:29][N:30]([C:40]5[CH:45]=[CH:44][CH:43]=[CH:42][N:41]=5)[CH2:31][CH2:32]4)=[C:20]([C:33]([F:36])([F:35])[F:34])[CH:19]=3)[N:14]=[C:13]([C:37]#[N:38])[C:12]=2[N:11]=[N:10]1 |f:0.1|. Procedure details: To 1-methyl-6-(4-(2-(piperidin-4-yl)ethoxy)-3-(trifluoromethyl)phenyl)-1H-[1,2,3]triazolo[4,5-c]pyridine-4-carbonitrile TFA salt (170 mg) in DMSO (2 ml) was added 2-fluoropyridine (121 mg) and TEA (0.22 ml). The mixture was heated at 200° C. for 40 minutes, then purified by basic HPLC to give 1-methyl-6-(4-(2-(1-(pyridin-2-yl)piperidin-4-yl)ethoxy)-3-(trifluoromethyl)phenyl)-1H-[1,2,3]triazolo[4,5-c]pyridine-4-carbonitrile which was then converted to HCl salt by lypholising with 1M hydrochloric ... Reactants: C1CCC2(C1)CN=NC2, CSC(=NS(=O)(=O)c1ccc(C(O[SiH2]C(C)(C)C)(c2ccccc2)c2ccccc2)cc1)SC, c1ccncc1. Product: CSC(=NS(=O)(=O)c1ccc(C(O[SiH2]C(C)(C)C)(c2ccccc2)c2ccccc2)cc1)N1CC2(C=N1)CCCC2. As a reaction SMILES: [CH2:35]1[N:36]=[N:37][CH2:38][C:39]12[CH2:40][CH2:41][CH2:42][CH2:43]2.[CH3:1][S:2][C:3](=[N:4][S:5](=[O:6])(=[O:7])[c:8]1[cH:9][cH:10][c:11]([C:14]([O:15][SiH2:16][C:17]([CH3:18])([CH3:19])[CH3:20])([c:21]2[cH:22][cH:23][cH:24][cH:25][cH:26]2)[c:27]2[cH:28][cH:29][cH:30][cH:31][cH:32]2)[cH:12][cH:13]1)[S:33][CH3:34].[cH:44]1[cH:45][cH:46][n:47][cH:48][cH:49]1>>[CH3:1][S:2][C:3](=[N:4][S:5](=[O:6])(=[O:7])[c:8]1[cH:9][cH:10][c:11]([C:14]([O:15][SiH2:16][C:17]([CH3:18])([CH3:19])[CH3:20])([c:21]2[cH:22][cH:23][cH:24][cH:25][cH:26]2)[c:27]2[cH:28][cH:29][cH:30][cH:31][cH:32]2)[cH:12][cH:13]1)[N:36]1[CH2:35][C:39]2([CH:38]=[N:37]1)[CH2:40][CH2:41][CH2:42][CH2:43]2. The product is COC(=O)c1cccc(-c2cccc(O)c2)c1. Reaction SMILES: [B:19]([Br:20])([Br:21])[Br:22].[CH2:23]([Cl:24])[Cl:25].[CH3:1][O:2][c:3]1[cH:4][c:5](-[c:9]2[cH:10][c:11]([C:12](=[O:13])[O:14][CH3:15])[cH:16][cH:17][cH:18]2)[cH:6][cH:7][cH:8]1>>[OH:2][c:3]1[cH:4][c:5](-[c:9]2[cH:10][c:11]([C:12](=[O:13])[O:14][CH3:15])[cH:16][cH:17][cH:18]2)[cH:6][cH:7][cH:8]1. The reactants are BrB(Br)Br, ClCCl, COC(=O)c1cccc(-c2cccc(OC)c2)c1.